From a dataset of the Open Reaction Database (ORD), a public repository of structured organic reaction records. describe an organic reaction: reactants, conditions, products, and yield Starting materials: C(C)(=O)C1=CC=C(C=C1)CC(=O)NC=1C(=NC=CC1)OC1=CC=C(C=C1)F (2-(4-Acetyl-phenyl)-N-[2-(4-fluoro-phenoxy)-pyridin-3-yl]-acetamide), C[Li] (methyl lithium), C[Li] (methyl lithium). The solvent is O1CCCC1 (tetrahydrofuran), O1CCCC1 (tetrahydrofuran). Run at temperature -78 celsius, time 75 minute. Product: FC1=CC=C(OC2=NC=CC=C2NC(CC2=CC=C(C=C2)C(C)(C)O)=O)C=C1 (N-[2-(4-Fluoro-phenoxy)-pyridin-3-yl]-2-[4-(1-hydroxy-1-methyl-ethyl)-phenyl]-acetamide). Reaction SMILES: [C:1]([C:4]1[CH:9]=[CH:8][C:7]([CH2:10][C:11]([NH:13][C:14]2[C:15]([O:20][C:21]3[CH:26]=[CH:25][C:24]([F:27])=[CH:23][CH:22]=3)=[N:16][CH:17]=[CH:18][CH:19]=2)=[O:12])=[CH:6][CH:5]=1)(=[O:3])[CH3:2].[CH3:28][Li]>O1CCCC1>[F:27][C:24]1[CH:23]=[CH:22][C:21]([O:20][C:15]2[C:14]([NH:13][C:11](=[O:12])[CH2:10][C:7]3[CH:6]=[CH:5][C:4]([C:1]([OH:3])([CH3:28])[CH3:2])=[CH:9][CH:8]=3)=[CH:19][CH:18]=[CH:17][N:16]=2)=[CH:26][CH:25]=1. Reported procedure: To a 2-(4-Acetyl-phenyl)-N-[2-(4-fluoro-phenoxy)-pyridin-3-yl]-acetamide (0.270 grams, 0.741 mmole) in tetrahydrofuran (15 ml) at −78° C. 1.0 M methyl lithium in tetrahydrofuran (1.63 ml, 1.63 mmole) was added via syringe and stirred at −78° C. for 75 minutes. Another 0.8 ml methyl lithium was added and the mixture was warmed to 0° C. for 10 minutes and cooled to −78° C. The mixture was quenched with water, allowed to warm to room temperature and extracted with ethyl acetate. The combined organi... Reactants: OCCOC1=C(C(=NC=N1)NS(=O)(=O)C=CC1=CC=CC=C1)C1=CC=C(C=C1)C (2-Phenyl-ethenesulfonic acid [6-(2-hydroxy-ethoxy)-5-p-tolyl-pyrimidin-4-yl]-amide), CN(C)C=O (DMF), ClC1=NC=C(C=C1)C(F)(F)F (2-chloro-5-trifluoromethyl-pyridine), [H-].[Na+] (sodium hydride). Run in C1CCOC1 (THF). Reaction conditions: time 15 minute. The product is C1(=CC=C(C=C1)C=1C(=NC=NC1OCCOC1=NC=C(C=C1)C(F)(F)F)NS(=O)(=O)C=CC1=CC=CC=C1)C (2-Phenyl-ethenesulfonic acid {5-p-tolyl-6-[2-(5-trifluoromethyl-pyridin-2-yloxy)-ethoxy]-pyrimidin-4-yl}-amide). Yield: 64.1%. RXN SMILES: [OH:1][CH2:2][CH2:3][O:4][C:5]1[N:10]=[CH:9][N:8]=[C:7]([NH:11][S:12]([CH:15]=[CH:16][C:17]2[CH:22]=[CH:21][CH:20]=[CH:19][CH:18]=2)(=[O:14])=[O:13])[C:6]=1[C:23]1[CH:28]=[CH:27][C:26]([CH3:29])=[CH:25][CH:24]=1.[H-].[Na+].CN(C=O)C.Cl[C:38]1[CH:43]=[CH:42][C:41]([C:44]([F:47])([F:46])[F:45])=[CH:40][N:39]=1>C1COCC1>[C:26]1([CH3:29])[CH:27]=[CH:28][C:23]([C:6]2[C:7]([NH:11][S:12]([CH:15]=[CH:16][C:17]3[CH:22]=[CH:21][CH:20]=[CH:19][CH:18]=3)(=[O:13])=[O:14])=[N:8][CH:9]=[N:10][C:5]=2[O:4][CH2:3][CH2:2][O:1][C:38]2[CH:43]=[CH:42][C:41]([C:44]([F:47])([F:46])[F:45])=[CH:40][N:39]=2)=[CH:24][CH:25]=1 |f:1.2|. Reported procedure: 2-Phenyl-ethenesulfonic acid [6-(2-hydroxy-ethoxy)-5-p-tolyl-pyrimidin-4-yl]-amide (150 mg) was dissolved in THF (10 ml) and sodium hydride (45 mg; 55-65% in mineral oil) was added. The mixture was stirred for 15 min at rt., followed by the addition of DMF (2 ml) and 2-chloro-5-trifluoromethyl-pyridine (146 mg) and heating to 75° C. for 5 h. Then the reaction mixture was evaporated to dryness and water (15 ml) and citric acid was added. The precipitated product was filtered off, washed with wate... Starting materials: C(C)OC(C(=O)N(C)C)C1C2=C(CCC3=C1C=CC=C3)C=CC=C2 (2-ethoxy-2-[10,11-dihydro-5H-dibenzo[a,d]cyclohepten-5-yl]-N,N-dimethyl-acetamide), [H-].[Al+3].[Li+].[H-].[H-].[H-] (lithium aluminum hydride). The solvent is O1CCCC1 (tetrahydrofuran). Reaction conditions: temperature 60 celsius. The product is C(C)OC(CN(C)C)C1C2=C(CCC3=C1C=CC=C3)C=CC=C2 (β-ethoxy-10,11-dihydro-N, N-dimethyl-5 H-dibenzo[a,d]cycloheptene-5-ethanamine). The yield is 80.6%. As a reaction SMILES: [CH2:1]([O:3][CH:4]([CH:10]1[C:16]2[CH:17]=[CH:18][CH:19]=[CH:20][C:15]=2[CH2:14][CH2:13][C:12]2[CH:21]=[CH:22][CH:23]=[CH:24][C:11]1=2)[C:5]([N:7]([CH3:9])[CH3:8])=O)[CH3:2].[H-].[Al+3].[Li+].[H-].[H-].[H-]>O1CCCC1>[CH2:1]([O:3][CH:4]([CH:10]1[C:11]2[CH:24]=[CH:23][CH:22]=[CH:21][C:12]=2[CH2:13][CH2:14][C:15]2[CH:20]=[CH:19][CH:18]=[CH:17][C:16]1=2)[CH2:5][N:7]([CH3:9])[CH3:8])[CH3:2] |f:1.2.3.4.5.6|. Reported procedure: Dissolved 2-ethoxy-2-[10,11-dihydro-5H-dibenzo[a,d]cyclohepten-5-yl]-N,N-dimethyl-acetamide (4.45 g, 13.8 mmol) in 100 mL of dry tetrahydrofuran, and added lithium aluminum hydride (0.6 g, 15.8 mmol) portionwise under a nitrogen atmosphere. Heated the reaction mixture at 60° C. for 2 hours. Cooled to 0° C., and carefully added 0.6 mL of water, 0.6 mL of 15 weight % NaOH, and then 1.8 mL of water in order to precipitate aluminum salts. Filtered precipitate, and washed with tetrahydrofuran. Evapor... The reactants are Cl.C(C1=CC=CC=C1)(=N)N (benzamidine hydrochloride), ClC(Cl)(Cl)S (perchloromethyl mercaptan), [OH-].[Na+] (sodium hydroxide). The solvent is ClCCl (dichloromethane), O (water). The product is ClC1=NC(=NS1)C1=CC=CC=C1 (5-Chloro-3-phenyl-1,2,4-thiadiazole). The yield is 46.2%. As a reaction SMILES: Cl.[C:2]([NH2:10])(=[NH:9])[C:3]1[CH:8]=[CH:7][CH:6]=[CH:5][CH:4]=1.[Cl:11][C:12]([SH:15])(Cl)Cl.[OH-].[Na+]>ClCCl.O>[Cl:11][C:12]1[S:15][N:10]=[C:2]([C:3]2[CH:8]=[CH:7][CH:6]=[CH:5][CH:4]=2)[N:9]=1 |f:0.1,3.4|. Procedure: To a solution of benzamidine hydrochloride (5.00 g, 31.9 mmol) and perchloromethyl mercaptan (3.43 ml, 39.2 mmol) in dichloromethane (32 ml) was added dropwise a solution of sodium hydroxide (6.38 g, 160 mmol) in water (13 ml) under ice-cooling. Then, the reaction mixture was stirred under ice-cooling for 1 hour and at room temperature for 1 hour. The organic layer was separated, washed with water, and then dried over anhydrous magnesium sulfate. The solvent was distilled off under reduced press...